This data is from the Open Reaction Database (ORD), a public repository of structured organic reaction records. The task is: describe an organic reaction: reactants, conditions, products, and yield Starting materials: ClC=1C2=C(N=CN1)NC=C2 (4-chloro-7H-pyrrolo[2,3-d]pyrimidine), C([O-])([O-])=O.[K+].[K+] (potassium carbonate), C(C1=CC=CC=C1)Cl (Benzylchloride). The solvent is CN(C)C=O (DMF). Conditions: time 20 minute. Yields the product C(C1=CC=CC=C1)N1C=CC2=C1N=CN=C2Cl (7-Benzyl-4-chloro-7H-pyrrolo[2,3-d]pyrimidine). The yield is 80.1%. RXN SMILES: [Cl:1][C:2]1[C:3]2[CH:10]=[CH:9][NH:8][C:4]=2[N:5]=[CH:6][N:7]=1.C(=O)([O-])[O-].[K+].[K+].[CH2:17](Cl)[C:18]1[CH:23]=[CH:22][CH:21]=[CH:20][CH:19]=1>CN(C=O)C>[CH2:17]([N:8]1[C:4]2[N:5]=[CH:6][N:7]=[C:2]([Cl:1])[C:3]=2[CH:10]=[CH:9]1)[C:18]1[CH:23]=[CH:22][CH:21]=[CH:20][CH:19]=1 |f:1.2.3|. Reported procedure: To a stirred solution of 4-chloro-7H-pyrrolo[2,3-d]pyrimidine (250 mg/1.63 mmol) in 12 mL of DMF was added 676 mg (4.89 mmol) of potassium carbonate and the resulting mixture stirred at room temperature for 20 min. Benzylchloride (310 mg/2.45 mmol) was added and the new mixture stirred at room temperature for 24 h then filtered, concentrated and the residue purified by silica gel chromatography (3:1 hexanes/ethyl acetate) affording 318 mg (80%) of the title compound. LRMS: 244.1 (M+1).